Dataset: the Open Reaction Database (ORD), a public repository of structured organic reaction records. Task: describe an organic reaction: reactants, conditions, products, and yield The reactants are N1(CCCC1)CCCOC1=CC=2C=C3N(C2C=C1)CCCNC3=O (9-(3-Pyrrolidin-1-yl-propoxy)-2,3,4,5-tetrahydro-[1,4]diazepino[1,2-a]indol-1-one), BrCC1CC1 (1-(bromomethyl)cyclopropane), [H-].[Na+] (sodium hydride). Yields the product C1(CC1)CN1C(C=2N(C=3C=CC(=CC3C2)OCCCN2CCCC2)CCC1)=O (2-Cyclopropylmethyl-9-(3-pyrrolidin-1-yl-propoxy)-2,3,4,5-tetrahydro-[1,4]diazepino[1,2-a]indol-1-one). Isolated yield 29.0%. RXN SMILES: [N:1]1([CH2:6][CH2:7][CH2:8][O:9][C:10]2[CH:18]=[CH:17][C:16]3[N:15]4[CH2:19][CH2:20][CH2:21][NH:22][C:23](=[O:24])[C:14]4=[CH:13][C:12]=3[CH:11]=2)[CH2:5][CH2:4][CH2:3][CH2:2]1.Br[CH2:26][CH:27]1[CH2:29][CH2:28]1.[H-].[Na+]>>[CH:27]1([CH2:26][N:22]2[CH2:21][CH2:20][CH2:19][N:15]3[C:16]4[CH:17]=[CH:18][C:10]([O:9][CH2:8][CH2:7][CH2:6][N:1]5[CH2:5][CH2:4][CH2:3][CH2:2]5)=[CH:11][C:12]=4[CH:13]=[C:14]3[C:23]2=[O:24])[CH2:29][CH2:28]1 |f:2.3|. Procedure: The title compound was synthesized in analogy to example 17, from 9-(3-pyrrolidin-1-yl-propoxy)-2,3,4,5-tetrahydro-[1,4]diazepino[1,2-a]indol-1-one (example 16), 1-(bromomethyl)cyclopropane and sodium hydride, to give the desired product as a white solid (29%). Reactants: CCO, [Na+], OC(c1ccccc1)(c1ccccc1)C(CCOC1CCCCO1)c1ccccc1, [OH-], O, O=S(=O)(O)O. The product is OCCC(c1ccccc1)C(O)(c1ccccc1)c1ccccc1. Reaction SMILES: [CH3:31][CH2:32][OH:33].[Na+:40].[O:1]1[CH2:2][CH2:3][CH2:4][CH2:5][CH:6]1[O:7][CH2:8][CH2:9][CH:10]([C:11]([OH:12])([c:13]1[cH:14][cH:15][cH:16][cH:17][cH:18]1)[c:19]1[cH:20][cH:21][cH:22][cH:23][cH:24]1)[c:25]1[cH:26][cH:27][cH:28][cH:29][cH:30]1.[OH-:39].[OH2:41].[S:34](=[O:35])(=[O:36])([OH:37])[OH:38]>>[OH:7][CH2:8][CH2:9][CH:10]([C:11]([OH:12])([c:13]1[cH:14][cH:15][cH:16][cH:17][cH:18]1)[c:19]1[cH:20][cH:21][cH:22][cH:23][cH:24]1)[c:25]1[cH:26][cH:27][cH:28][cH:29][cH:30]1. Starting materials: NC1=NC(=C(C(=N1)OS(=O)(=O)C(F)(F)F)C#N)C=1OCCC1 (trifluoromethanesulfonic acid 2-amino-5-cyano-6-(4,5-dihydro-furan-2-yl)-pyrimidin-4-yl ester), FC(C1=CC=C(CN)C=C1)(F)F (4-trifluoromethylbenzylamine). Run in COCCOC (DME). The product is NC1=NC(=C(C(=N1)C=1OCCC1)C#N)NCC1=CC=C(C=C1)C(F)(F)F (2-Amino-4-(4,5-dihydro-furan-2-yl)-6-(4-trifluoromethyl-benzylamino)-pyrimidine-5-carbonitrile). Reaction SMILES: [NH2:1][C:2]1[N:7]=[C:6](OS(C(F)(F)F)(=O)=O)[C:5]([C:16]#[N:17])=[C:4]([C:18]2[O:19][CH2:20][CH2:21][CH:22]=2)[N:3]=1.[F:23][C:24]([F:34])([F:33])[C:25]1[CH:32]=[CH:31][C:28]([CH2:29][NH2:30])=[CH:27][CH:26]=1>COCCOC>[NH2:1][C:2]1[N:3]=[C:4]([C:18]2[O:19][CH2:20][CH2:21][CH:22]=2)[C:5]([C:16]#[N:17])=[C:6]([NH:30][CH2:29][C:28]2[CH:27]=[CH:26][C:25]([C:24]([F:23])([F:33])[F:34])=[CH:32][CH:31]=2)[N:7]=1. Procedure: From trifluoromethanesulfonic acid 2-amino-5-cyano-6-(4,5-dihydro-furan-2-yl)-pyrimidin-4-yl ester and 4-trifluoromethylbenzylamine in DME. ES-MS m/e (%): 362 (M+H+, 100). Starting materials: BrC1=CN=C(C=C1C(=O)OC)NC(=O)NCCC (methyl 5-bromo-2-(3-propylureido)isonicotinate), BrC1=CN=C(C=C1C(=O)OC)NC(=O)NCCC (methyl 5-bromo-2-(3-propylureido)isonicotinate), N (ammonia). Solvent: CO (methanol). Conditions: time 3 day. The product is BrC1=CN=C(C=C1C(=O)N)NC(=O)NCCC (5-bromo-2-(3-propylureido)isonicotinamide). Reaction SMILES: [Br:1][C:2]1[C:7]([C:8](OC)=[O:9])=[CH:6][C:5]([NH:12][C:13]([NH:15][CH2:16][CH2:17][CH3:18])=[O:14])=[N:4][CH:3]=1.[NH3:19]>CO>[Br:1][C:2]1[C:7]([C:8]([NH2:19])=[O:9])=[CH:6][C:5]([NH:12][C:13]([NH:15][CH2:16][CH2:17][CH3:18])=[O:14])=[N:4][CH:3]=1. Procedure details: A solution of methyl 5-bromo-2-(3-propylureido)isonicotinate (Intermediate 42, 128 g, 405 mmol) and 7N ammonia in methanol (1 L) was allowed to stir at room temperature for 3 d. Stirring for the reaction was then stopped and the solids were allowed to settle. The precipitated was then vacuum filtered, rinsed with methanol (2×500 mL), and then dried on the high vacuum pump overnight, yielding 123 g (quant) of 5-bromo-2-(3-propylureido)isonicotinamide as a white solid. The reactants are CC=1C(=C2C=CN(C2=C(C1)C)S(=O)(=O)C1=CC=C(C)C=C1)C(C)(OC)C1=NC2=C(N1COCC[Si](C)(C)C)C=CC(=C2)C#N ((±)-2-(1-(5,7-dimethyl-1-tosyl-1H-indol-4-yl)-1-methoxyethyl)-1-((2-(trimethylsilyl)ethoxy)methyl)-1H-benzo[d]imidazole-5-carbonitrile), CC=1C(=C2C=CN(C2=C(C1)C)S(=O)(=O)C1=CC=C(C)C=C1)C(C)(OC)C1=NC2=C(N1COCC[Si](C)(C)C)C=C(C=C2)C#N ((±)-2-(1-(5,7-dimethyl-1-tosyl-1H-indol-4-yl)-1-methoxyethyl)-1-((2-(trimethylsilyl)ethoxy)methyl)-1H-benzo[d]imidazole-6-carbonitrile), 64-C. The product is CC=1C(=C2C=CNC2=C(C1)C)C(C)(OC)C1=NC2=C(N1)C=CC(=C2)C#N ((±)-2-(1-(5,7-Dimethyl-1H-indol-4-yl)-1-methoxyethyl)-1H-benzo[d]imidazole-5-carbonitrile). RXN SMILES: [CH3:1][C:2]1[C:3]([C:22]([C:26]2[N:30](COCC[Si](C)(C)C)[C:29]3[CH:39]=[CH:40][C:41]([C:43]#[N:44])=[CH:42][C:28]=3[N:27]=2)([O:24][CH3:25])[CH3:23])=[C:4]2[C:8](=[C:9]([CH3:11])[CH:10]=1)[N:7](S(C1C=CC(C)=CC=1)(=O)=O)[CH:6]=[CH:5]2.CC1C(C(C2N(COCC[Si](C)(C)C)C3C=C(C#N)C=CC=3N=2)(OC)C)=C2C(=C(C)C=1)N(S(C1C=CC(C)=CC=1)(=O)=O)C=C2>>[CH3:1][C:2]1[C:3]([C:22]([C:26]2[NH:30][C:29]3[CH:39]=[CH:40][C:41]([C:43]#[N:44])=[CH:42][C:28]=3[N:27]=2)([O:24][CH3:25])[CH3:23])=[C:4]2[C:8](=[C:9]([CH3:11])[CH:10]=1)[NH:7][CH:6]=[CH:5]2. Procedure details: The title compound was synthesized from a mixture of (±)-2-(1-(5,7-dimethyl-1-tosyl-1H-indol-4-yl)-1-methoxyethyl)-1-((2-(trimethylsilyl)ethoxy)methyl)-1H-benzo[d]imidazole-5-carbonitrile and (±)-2-(1-(5,7-dimethyl-1-tosyl-1H-indol-4-yl)-1-methoxyethyl)-1-((2-(trimethylsilyl)ethoxy)methyl)-1H-benzo[d]imidazole-6-carbonitrile analogously to Example 64-B and 64-C. 1H NMR (TFA salt, 400 MHz, DMSO-d6) δ ppm 10.89 (s, 1H) 8.07 (s, 1H) 7.55-7.64 (m, 2H) 7.12 (t, J=2.78 Hz, 1H) 6.67 (s, 1H) 6.08 (dd, J... Starting materials: [Al+3], CN1CCN2c3ccccc3NC(=O)C2C1, CC(C)=O, [H-], [H-], [H-], [H-], [Li+], [NH4+], C1CCOC1, [OH-], O=C(O)C=CC(=O)O. Yields the product CN1CCN2c3ccccc3NCC2C1. Reaction SMILES: [Al+3:18].[CH3:1][N:2]1[CH2:3][CH:4]2[N:5]([c:6]3[cH:7][cH:8][cH:9][cH:10][c:11]3[NH:12][C:13]2=[O:14])[CH2:15][CH2:16]1.[CH3:33][C:34](=[O:35])[CH3:36].[H-:17].[H-:20].[H-:21].[H-:22].[Li+:19].[NH4+:23].[O:37]1[CH2:38][CH2:39][CH2:40][CH2:41]1.[OH-:24].[OH:25][C:26]([CH:27]=[CH:28][C:29](=[O:30])[OH:31])=[O:32]>>[CH3:1][N:2]1[CH2:3][CH:4]2[N:5]([c:6]3[cH:7][cH:8][cH:9][cH:10][c:11]3[NH:12][CH2:13]2)[CH2:15][CH2:16]1. The reactants are CCOC(C)=O, CCCCCC, Cc1cc(C)c2c(c1)OC(=O)C2c1ccc(C(C)C)cc1. The product is Cc1cc(C)c(C(CO)c2ccc(C(C)C)cc2)c(O)c1. Reaction SMILES: [C:28]([O:29][CH2:30][CH3:31])(=[O:32])[CH3:33].[CH3:22][CH2:23][CH2:24][CH2:25][CH2:26][CH3:27].[CH:1]([CH3:2])([CH3:3])[c:4]1[cH:5][cH:6][c:7]([CH:10]2[C:11](=[O:21])[O:12][c:13]3[c:14]2[c:15]([CH3:20])[cH:16][c:17]([CH3:19])[cH:18]3)[cH:8][cH:9]1>>[CH:1]([CH3:2])([CH3:3])[c:4]1[cH:5][cH:6][c:7]([CH:10]([CH2:11][OH:21])[c:14]2[c:13]([OH:12])[cH:18][c:17]([CH3:19])[cH:16][c:15]2[CH3:20])[cH:8][cH:9]1. Yields the product CC1=CC(=C(C=C1)C=1C=NC=CC1)[N+](=O)[O-] (3-(4-Methyl-2-nitro-phenyl)-pyridine). Run at temperature 70 celsius, time 8 hour. Procedure: 4-Bromo-2-nitro-phenol (648 mg, 3.0 mmol) and 3-pyridyl boronic acid (387 mg, 3.15 mmol) were diluted with 5 mL of dioxane and placed under N2. Potassium carbonate was diluted in 1 mL of H2O and added to the reaction mixture. Tetrakis(triphenylphosphine) palladium (173 mg, 0.15 mmol) was added, then the reaction was heated to 70° C. and stirred overnight. The reaction was allowed to cool to room temperature, then diluted with 30 mL of EtOAc and 30 mL of 10% Na2CO3. The organic layer was washed w... As a reaction SMILES: Br[C:2]1[CH:7]=[CH:6][C:5](O)=[C:4]([N+:9]([O-:11])=[O:10])[CH:3]=1.[N:12]1[CH:17]=[CH:16][CH:15]=[C:14](B(O)O)[CH:13]=1.[C:21](=O)([O-])[O-].[K+].[K+]>O1CCOCC1.O.CCOC(C)=O.C([O-])([O-])=O.[Na+].[Na+].[Pd].C1(P(C2C=CC=CC=2)C2C=CC=CC=2)C=CC=CC=1.C1(P(C2C=CC=CC=2)C2C=CC=CC=2)C=CC=CC=1.C1(P(C2C=CC=CC=2)C2C=CC=CC=2)C=CC=CC=1.C1(P(C2C=CC=CC=2)C2C=CC=CC=2)C=CC=CC=1>[CH3:21][C:2]1[CH:7]=[CH:6][C:5]([C:14]2[CH:13]=[N:12][CH:17]=[CH:16][CH:15]=2)=[C:4]([N+:9]([O-:11])=[O:10])[CH:3]=1 |f:2.3.4,8.9.10,11.12.13.14.15|. Reagents/catalysts: [Pd].C1(=CC=CC=C1)P(C1=CC=CC=C1)C1=CC=CC=C1.C1(=CC=CC=C1)P(C1=CC=CC=C1)C1=CC=CC=C1.C1(=CC=CC=C1)P(C1=CC=CC=C1)C1=CC=CC=C1.C1(=CC=CC=C1)P(C1=CC=CC=C1)C1=CC=CC=C1 (Tetrakis(triphenylphosphine) palladium). The solvent is O1CCOCC1 (dioxane), O (H2O), CCOC(=O)C (EtOAc), C(=O)([O-])[O-].[Na+].[Na+] (Na2CO3). Starting materials: BrC1=CC(=C(C=C1)O)[N+](=O)[O-] (4-Bromo-2-nitro-phenol), N1=CC(=CC=C1)B(O)O (3-pyridyl boronic acid), C([O-])([O-])=O.[K+].[K+] (Potassium carbonate). Reactants: C(C)(C)(C)OC(=O)N1C2=C([C@H](CCC1)N(CC1=CC(=CC(=C1)C(F)(F)F)C(F)(F)F)C(C)=O)C=C(C(=C2)C(F)(F)F)C ((S)-5-[Acetyl-(3,5-bis-trifluoromethyl-benzyl)-amino]-7-methyl-8-trifluoromethyl-2,3,4,5-tetrahydro-benzo[b]azepine-1-carboxylic acid tert-butyl ester), C(=O)(C(F)(F)F)O.C(Cl)Cl (TFA DCM). Product: FC(C=1C=C(CN(C(C)=O)C2C3=C(NCCC2)C=C(C(=C3)C)C(F)(F)F)C=C(C1)C(F)(F)F)(F)F (N-(3,5-Bis-trifluoromethyl-benzyl)-N-(7-methyl-8-trifluoromethyl-2,3,4,5-tetrahydro-1H-benzo[b]azepin-5-yl)-acetamide). Yield: 95.8%. Reaction SMILES: C(OC([N:8]1[CH2:14][CH2:13][CH2:12][C@H:11]([N:15]([C:31](=[O:33])[CH3:32])[CH2:16][C:17]2[CH:22]=[C:21]([C:23]([F:26])([F:25])[F:24])[CH:20]=[C:19]([C:27]([F:30])([F:29])[F:28])[CH:18]=2)[C:10]2[CH:34]=[C:35]([CH3:42])[C:36]([C:38]([F:41])([F:40])[F:39])=[CH:37][C:9]1=2)=O)(C)(C)C.C(O)(C(F)(F)F)=O.C(Cl)Cl>>[F:30][C:27]([F:28])([F:29])[C:19]1[CH:18]=[C:17]([CH:22]=[C:21]([C:23]([F:25])([F:26])[F:24])[CH:20]=1)[CH2:16][N:15]([CH:11]1[CH2:12][CH2:13][CH2:14][NH:8][C:9]2[CH:37]=[C:36]([C:38]([F:39])([F:40])[F:41])[C:35]([CH3:42])=[CH:34][C:10]1=2)[C:31](=[O:33])[CH3:32] |f:1.2|. Reported procedure: A solution of (S)-5-[Acetyl-(3,5-bis-trifluoromethyl-benzyl)-amino]-7-methyl-8-trifluoromethyl-2,3,4,5-tetrahydro-benzo[b]azepine-1-carboxylic acid tert-butyl ester (0.920 g, 1.50 mmol) (Example 110) in 1:1 TFA/DCM (10.0 ml) was stirred at room temperature for 2 hours. The solvents were evaporated on a (rotary evaporation). Purification by silica gel chromatography (gradient eluent, 0-30% ethyl acetate in hexane) provided the titled compound (0.736 g, 96%) as white solid. MS (ES+): 513 (M+H). Starting materials: C(C)(C)(C)OC(=O)N1C[C@@H](N(CC1)C1CCN(CC1)C(NC1=CC(=C(C=C1Cl)C1=CC=C(C=C1)C=1N=C(NC1)[C@H]1N(C[C@H](C1)C)C([C@H](C(C)C)NC(=O)OC)=O)OC(F)(F)F)=O)C ((S)-4-[1-(5-Chloro-4′-{2-[(2S,4S)-1-((S)-2-methoxycarbonylamino-3-methyl-butyryl)-4-methyl-pyrrolidin-2-yl]-1H-imidazol-4-yl}-2-trifluoromethoxy-biphenyl-4-ylcarbamoyl)-piperidin-4-yl]-3-methyl-piperazine-1-carboxylic acid tert-butyl ester). The solvent is Cl (HCl), O1CCOCC1 (1,4-dioxane). Product: COC(N[C@@H](C(C)C)C(=O)N1[C@@H](C[C@@H](C1)C)C=1NC=C(N1)C1=CC=C(C=C1)C1=C(C=C(C(=C1)Cl)NC(=O)N1CCC(CC1)N1[C@H](CNCC1)C)OC(F)(F)F)=O (((S)-1-{(2S,4S)-2-[4-(5′-Chloro-4′-{[4-((S)-2-methyl-piperazin-1-yl)-piperidine-1-carbonyl]-amino}-2′-trifluoromethoxy-biphenyl-4-yl)-1H-imidazol-2-yl]-4-methyl-pyrrolidine-1-carbonyl}-2-methyl-propyl)-carbamic acid methyl ester). As a reaction SMILES: C(OC([N:8]1[CH2:13][CH2:12][N:11]([CH:14]2[CH2:19][CH2:18][N:17]([C:20](=[O:62])[NH:21][C:22]3[C:27]([Cl:28])=[CH:26][C:25]([C:29]4[CH:34]=[CH:33][C:32]([C:35]5[N:36]=[C:37]([C@@H:40]6[CH2:44][C@H:43]([CH3:45])[CH2:42][N:41]6[C:46](=[O:56])[C@@H:47]([NH:51][C:52]([O:54][CH3:55])=[O:53])[CH:48]([CH3:50])[CH3:49])[NH:38][CH:39]=5)=[CH:31][CH:30]=4)=[C:24]([O:57][C:58]([F:61])([F:60])[F:59])[CH:23]=3)[CH2:16][CH2:15]2)[C@@H:10]([CH3:63])[CH2:9]1)=O)(C)(C)C>Cl.O1CCOCC1>[CH3:55][O:54][C:52](=[O:53])[NH:51][C@H:47]([C:46]([N:41]1[CH2:42][C@@H:43]([CH3:45])[CH2:44][C@H:40]1[C:37]1[NH:38][CH:39]=[C:35]([C:32]2[CH:31]=[CH:30][C:29]([C:25]3[CH:26]=[C:27]([Cl:28])[C:22]([NH:21][C:20]([N:17]4[CH2:18][CH2:19][CH:14]([N:11]5[CH2:12][CH2:13][NH:8][CH2:9][C@@H:10]5[CH3:63])[CH2:15][CH2:16]4)=[O:62])=[CH:23][C:24]=3[O:57][C:58]([F:61])([F:60])[F:59])=[CH:34][CH:33]=2)[N:36]=1)=[O:56])[CH:48]([CH3:49])[CH3:50]. Procedure: A solution of (S)-4-[1-(5-Chloro-4′-{2-[(2S,4S)-1-((S)-2-methoxycarbonylamino-3-methyl-butyryl)-4-methyl-pyrrolidin-2-yl]-1H-imidazol-4-yl}-2-trifluoromethoxy-biphenyl-4-ylcarbamoyl)-piperidin-4-yl]-3-methyl-piperazine-1-carboxylic acid tert-butyl ester 2 TFA (6.35 mg, 0.006 mmol; Preparation 24) in 4.0 M HCl in 1,4-dioxane (0.1 mL) was stirred at RT for 30 min and concentrated under vacuum to provide the title intermediate. (m/z): [M+H]+ calcd for C39H50ClF3N8O5 803.35 found 803.8.